From a dataset of the Open Reaction Database (ORD), a public repository of structured organic reaction records. describe an organic reaction: reactants, conditions, products, and yield The reactants are CC1CCC=2C(=NC(N(C2C1)C(C)C)=O)C1=CC=CC=C1 (7-methyl-1-isopropyl-4-phenyl-5,6,7,8-tetrahydro-2(1H)-quinazolinone), [S] (sulfur). The solvent is C=1(C(=CC=CC1)C)C (xylene). Reaction conditions: time 8 hour. The product is CC1=CC=C2C(=NC(N(C2=C1)C(C)C)=O)C1=CC=CC=C1 (7-methyl-1-isopropyl-4-phenyl-2(1H)-quinazolinone). RXN SMILES: [CH3:1][CH:2]1[CH2:11][C:10]2[N:9]([CH:12]([CH3:14])[CH3:13])[C:8](=[O:15])[N:7]=[C:6]([C:16]3[CH:21]=[CH:20][CH:19]=[CH:18][CH:17]=3)[C:5]=2[CH2:4][CH2:3]1.[S]>C1(C)C(C)=CC=CC=1>[CH3:1][C:2]1[CH:11]=[C:10]2[C:5]([C:6]([C:16]3[CH:21]=[CH:20][CH:19]=[CH:18][CH:17]=3)=[N:7][C:8](=[O:15])[N:9]2[CH:12]([CH3:14])[CH3:13])=[CH:4][CH:3]=1 |^3:21|. Procedure: To 50 ml. of xylene are added 1.35 g. of 7-methyl-1-isopropyl-4-phenyl-5,6,7,8-tetrahydro-2(1H)-quinazolinone and 0.32 g. sulfur. The mixture is boiled overnight (about 16 hours). The resulting solution is evaporated under pressure and the catalyst crystalline residue is recrystallized from ether/petroleum ether to give 7-methyl-1-isopropyl-4-phenyl-2(1H)-quinazolinone. Reactants: ice water, ICl (iodine monochloride), FS(=O)(=O)O (fluorosulfonic acid), FC(C(=C(F)F)F)(F)F (hexafluoropropylene). Reaction conditions: time 2 hour. Yields the product S(=O)(=O)(OC(C(C(F)(F)F)(I)F)(F)F)F (2-iodo-hexafluoropropyl fluorosulfate). The yield is 39.9%. As a reaction SMILES: [I:1]Cl.[F:3][S:4]([OH:7])(=[O:6])=[O:5].[F:8][C:9]([F:16])([F:15])[C:10]([F:14])=[C:11]([F:13])[F:12]>>[S:4]([F:3])([O:7][C:11]([F:13])([F:12])[C:10]([F:14])([I:1])[C:9]([F:16])([F:15])[F:8])(=[O:6])=[O:5]. Procedure: A 1.3-liter stainless steel shaker tube was charged a mixture of iodine monochloride (130 g, 0.80 mol) and fluorosulfonic acid (88 g, 0.88 mol). The tube was sealed and cooled, then hexafluoropropylene (144 g, 0.96 mol) was transferred into the tube. The reaction mixture was kept at 25° C. for 2 hr, at 50° C. for 2 hr, and at 80° C. for 4 hr. The product unloaded from the shaker tube was poured into ice water, and the bottom organic layer was separted, washed with water, and distilled to give 12... The reactants are CC(c1ccccc1)N(C)C(=O)c1csc(C2CCN(C(=O)OC(C)(C)C)CC2)n1, CCOCC, Cl. Product: CC(c1ccccc1)N(C)C(=O)c1csc(C2CCNCC2)n1, Cl. Reaction SMILES: [CH3:1][N:2]([C:3](=[O:4])[c:5]1[n:6][c:7]([CH:10]2[CH2:11][CH2:12][N:13]([C:16]([O:17][C:18]([CH3:19])([CH3:20])[CH3:21])=[O:22])[CH2:14][CH2:15]2)[s:8][cH:9]1)[CH:23]([CH3:24])[c:25]1[cH:26][cH:27][cH:28][cH:29][cH:30]1.[CH3:32][CH2:33][O:34][CH2:35][CH3:36].[ClH:31]>>[CH3:1][N:2]([C:3](=[O:4])[c:5]1[n:6][c:7]([CH:10]2[CH2:11][CH2:12][NH:13][CH2:14][CH2:15]2)[s:8][cH:9]1)[CH:23]([CH3:24])[c:25]1[cH:26][cH:27][cH:28][cH:29][cH:30]1.[ClH:31].